describe an organic reaction: reactants, conditions, products, and yield From a dataset of the Open Reaction Database (ORD), a public repository of structured organic reaction records. Starting materials: COC=1C=C(CNC2=C(C=NC=3N2N=CC3C(=O)O)C(=O)N3CCC(CC3)C3=CC=CC=C3)C=CC1 (7-(3-Methoxybenzylamino)-6-(4-phenylpiperidine-1-carbonyl)pyrazolo[1,5-a]pyrimidine-3-carboxylic acid), CS(=O)(=O)N (methanesulfonamide). The product is COC=1C=C(CNC2=C(C=NC=3N2N=CC3C(=O)NS(=O)(=O)C)C(=O)N3CCC(CC3)C3=CC=CC=C3)C=CC1 (N-[7-(3-Methoxybenzylamino)-6-(4-phenylpiperidine-1-carbonyl)pyrazolo[1,5-a]pyrimidine-3-carbonyl]methanesulfonamide). The yield is 88.9%. As a reaction SMILES: [CH3:1][O:2][C:3]1[CH:4]=[C:5]([CH:34]=[CH:35][CH:36]=1)[CH2:6][NH:7][C:8]1[N:13]2[N:14]=[CH:15][C:16]([C:17](O)=[O:18])=[C:12]2[N:11]=[CH:10][C:9]=1[C:20]([N:22]1[CH2:27][CH2:26][CH:25]([C:28]2[CH:33]=[CH:32][CH:31]=[CH:30][CH:29]=2)[CH2:24][CH2:23]1)=[O:21].[CH3:37][S:38]([NH2:41])(=[O:40])=[O:39]>>[CH3:1][O:2][C:3]1[CH:4]=[C:5]([CH:34]=[CH:35][CH:36]=1)[CH2:6][NH:7][C:8]1[N:13]2[N:14]=[CH:15][C:16]([C:17]([NH:41][S:38]([CH3:37])(=[O:40])=[O:39])=[O:18])=[C:12]2[N:11]=[CH:10][C:9]=1[C:20]([N:22]1[CH2:27][CH2:26][CH:25]([C:28]2[CH:29]=[CH:30][CH:31]=[CH:32][CH:33]=2)[CH2:24][CH2:23]1)=[O:21]. Reported procedure: In the same manner as in Example 1, step 6 and using 7-(3-methoxybenzylamino)-6-(4-phenylpiperidine-1-carbonyl)pyrazolo[1,5-a]pyrimidine-3-carboxylic acid (0.06 g, 0.12 mmol) obtained in step 2 and methanesulfonamide (0.06 g, 0.62 mmol), the title compound (0.06 g, 69%) was obtained. As a reaction SMILES: [CH2:1]([CH2:2][CH3:3])[CH:4]1[C:5](=[O:11])[CH2:6][CH2:7][CH2:8][C:9]1=[O:10].[CH3:18][O:19][c:20]1[cH:21][c:22]([CH2:26][CH2:27][CH2:28][C:29]([CH:30]=[CH2:31])=[O:32])[cH:23][cH:24][cH:25]1.[cH:12]1[cH:13][cH:14][n:15][cH:16][cH:17]1.[cH:33]1[cH:34][cH:35][cH:36][cH:37][cH:38]1>>[CH2:1]([CH2:2][CH3:3])[C:4]1([CH2:31][CH2:30][C:29]([CH2:28][CH2:27][CH2:26][c:22]2[cH:21][c:20]([O:19][CH3:18])[cH:25][cH:24][cH:23]2)=[O:32])[C:5](=[O:11])[CH2:6][CH2:7][CH2:8][C:9]1=[O:10]. Product: CCCC1(CCC(=O)CCCc2cccc(OC)c2)C(=O)CCCC1=O. Starting materials: CCCC1C(=O)CCCC1=O, C=CC(=O)CCCc1cccc(OC)c1, c1ccncc1, c1ccccc1.